From a dataset of the Open Reaction Database (ORD), a public repository of structured organic reaction records. describe an organic reaction: reactants, conditions, products, and yield Starting materials: Cl, N#CC1CCCN1S(=O)(=O)c1ccc(F)cc1, NO. Product: NC(=NO)C1CCCN1S(=O)(=O)c1ccc(F)cc1. Reaction SMILES: [ClH:18].[F:1][c:2]1[cH:3][cH:4][c:5]([S:8](=[O:9])(=[O:10])[N:11]2[CH:12]([C:16]#[N:17])[CH2:13][CH2:14][CH2:15]2)[cH:6][cH:7]1.[NH2:19][OH:20]>>[F:1][c:2]1[cH:3][cH:4][c:5]([S:8](=[O:9])(=[O:10])[N:11]2[CH:12]([C:16]([NH2:17])=[N:19][OH:20])[CH2:13][CH2:14][CH2:15]2)[cH:6][cH:7]1. The reactants are CCCCOc1c(CN(C(=O)[O-])C(C)(C)C)n(CC(C)C)c(=O)c2ccc(-c3noc(=O)[nH]3)cc12, CCOC(C)=O, Cl. As a reaction SMILES: [C:1]([N:5]([C:2](=[O:3])[O-:4])[CH2:9][c:10]1[n:11]([CH2:32][CH:33]([CH3:34])[CH3:35])[c:12](=[O:31])[c:13]2[cH:14][cH:15][c:16](-[c:25]3[n:26][o:27][c:28](=[O:30])[nH:29]3)[cH:17][c:18]2[c:19]1[O:20][CH2:21][CH2:22][CH2:23][CH3:24])([CH3:6])([CH3:7])[CH3:8].[CH3:37][CH2:38][O:39][C:40](=[O:41])[CH3:42].[ClH:36]>>[ClH:36].[NH2:5][CH2:9][c:10]1[n:11]([CH2:32][CH:33]([CH3:34])[CH3:35])[c:12](=[O:31])[c:13]2[cH:14][cH:15][c:16](-[c:25]3[n:26][o:27][c:28](=[O:30])[nH:29]3)[cH:17][c:18]2[c:19]1[O:20][CH2:21][CH2:22][CH2:23][CH3:24]. Product: Cl, CCCCOc1c(CN)n(CC(C)C)c(=O)c2ccc(-c3noc(=O)[nH]3)cc12. Starting materials: [Al+3], Cc1ccc(Br)cc1C(=O)O, COc1ccccc1, [Cl-], [Cl-], [Cl-], O=C(Cl)C(=O)Cl, ClCCl, CN(C)C=O. Yields the product COc1ccc(C(=O)c2cc(Br)ccc2C)cc1. As a reaction SMILES: [Al+3:27].[Br:1][c:2]1[cH:3][cH:4][c:5]([CH3:11])[c:6]([C:7](=[O:8])[OH:9])[cH:10]1.[CH3:18][O:19][c:20]1[cH:21][cH:22][cH:23][cH:24][cH:25]1.[Cl-:26].[Cl-:28].[Cl-:29].[Cl:12][C:13]([C:14]([Cl:15])=[O:16])=[O:17].[Cl:30][CH2:31][Cl:32].[O:33]=[CH:34][N:35]([CH3:36])[CH3:37]>>[Br:1][c:2]1[cH:3][cH:4][c:5]([CH3:11])[c:6]([C:7](=[O:9])[c:23]2[cH:22][cH:21][c:20]([O:19][CH3:18])[cH:25][cH:24]2)[cH:10]1. The reactants are CCCCCN, C1CCOC1, CCCCOC(C)=O, Cc1ccccc1, [Li+], Cc1nc(N)nc(OS(=O)(=O)c2c(C(C)C)cc(C(C)C)cc2C(C)C)c1Cc1ccc(CC#N)cc1, [OH-], O=C(O)C(F)(F)F. Yields the product CCCCCNc1nc(N)nc(C)c1Cc1ccc(CC#N)cc1. RXN SMILES: [CH2:45]([CH2:46][CH2:47][CH2:48][CH3:49])[NH2:50].[CH2:68]1[O:69][CH2:70][CH2:71][CH2:72]1.[CH3:53][CH2:54][CH2:55][CH2:56][O:57][C:58](=[O:59])[CH3:60].[CH3:61][c:62]1[cH:63][cH:64][cH:65][cH:66][cH:67]1.[Li+:52].[NH2:8][c:9]1[n:10][c:11]([CH3:44])[c:12]([CH2:34][c:35]2[cH:36][cH:37][c:38]([CH2:41][C:42]#[N:43])[cH:39][cH:40]2)[c:13]([O:15][S:16]([c:17]2[c:18]([CH:19]([CH3:20])[CH3:21])[cH:22][c:23]([CH:24]([CH3:25])[CH3:26])[cH:27][c:28]2[CH:29]([CH3:30])[CH3:31])(=[O:32])=[O:33])[n:14]1.[OH-:51].[OH:1][C:2]([C:3]([F:4])([F:5])[F:6])=[O:7]>>[NH2:8][c:9]1[n:10][c:11]([CH3:44])[c:12]([CH2:34][c:35]2[cH:36][cH:37][c:38]([CH2:41][C:42]#[N:43])[cH:39][cH:40]2)[c:13]([NH:50][CH2:45][CH2:46][CH2:47][CH2:48][CH3:49])[n:14]1.